The task is: describe an organic reaction: reactants, conditions, products, and yield. This data is from the Open Reaction Database (ORD), a public repository of structured organic reaction records. Reactants: C=1(C(=CC=CC1)CO)CO (1,2-benzenedimethanol), C(C)(C)N(C(C)C)CC (N,N-diisopropylethylamine), [Si](C)(C)(C(C)(C)C)Cl (tert-butyldimethylsilyl chloride). The solvent is C(C)OCC (diethyl ether), ClCCl (dichloromethane). Reaction conditions: time 1 day. Yields the product [Si](C)(C)(C(C)(C)C)OCC1=C(CO)C=CC=C1 (2-[(tert-butyldimethylsilyloxy)methyl]benzylalcohol). The yield is 56.9%. As a reaction SMILES: [C:1]1([CH2:9][OH:10])[C:2]([CH2:7][OH:8])=[CH:3][CH:4]=[CH:5][CH:6]=1.C(N(CC)C(C)C)(C)C.[Si:20](Cl)([C:23]([CH3:26])([CH3:25])[CH3:24])([CH3:22])[CH3:21]>ClCCl.C(OCC)C>[Si:20]([O:8][CH2:7][C:2]1[CH:3]=[CH:4][CH:5]=[CH:6][C:1]=1[CH2:9][OH:10])([C:23]([CH3:26])([CH3:25])[CH3:24])([CH3:22])[CH3:21]. Procedure details: To a solution of 1,2-benzenedimethanol (500 mg, 3.62 mmol), N,N-diisopropylethylamine (0.76 mL, 4.4 mmol) in 3.6 mL of dichloromethane was added tert-butyldimethylsilyl chloride (573 mg, 3.80 mmol) at 0° C. The reaction mixture was allowed to warm to room temperature and was stirred for 1 day. The reaction mixture was diluted with diethyl ether, and the solution was washed with 1N HCl, saturated NaHCO3 aqueous solution, brine, and dried over MgSO4. After filtration, the filtrate was concentrated... The reactants are ClC1=C(C=CC=C1)C=1NN(C(=NN1)C1=C(C=CC=C1)Cl)C (3,6-bis(2-Chlorophenyl)-1,2-dihydro-1-methyl-1,2,4,5-tetrazine), ClC1=C(C(=O)NNC(C2=CC=C(C=C2)C)=O)C=CC=C1 (N-(2-chlorobenzoyl)-N'-(4-Methylbenzoyl)hydrazine). Yields the product CC1=CC=C(C=C1)C=1NN(C(=NN1)C1=C(C=CC=C1)Cl)C (3-(4-Methylphenyl)-6-(2-chlorophenyl)-1,2-dihydro-1-methyl-1,2,4,5-tetrazine). RXN SMILES: Cl[C:2]1[CH:7]=[CH:6][CH:5]=[CH:4][C:3]=1[C:8]1[NH:9][N:10]([CH3:21])[C:11]([C:14]2[CH:19]=[CH:18][CH:17]=[CH:16][C:15]=2[Cl:20])=[N:12][N:13]=1.Cl[C:23]1C=CC=CC=1C(NNC(=O)C1C=CC(C)=CC=1)=O>>[CH3:23][C:6]1[CH:5]=[CH:4][C:3]([C:8]2[NH:9][N:10]([CH3:21])[C:11]([C:14]3[CH:19]=[CH:18][CH:17]=[CH:16][C:15]=3[Cl:20])=[N:12][N:13]=2)=[CH:2][CH:7]=1. Procedure details: By the method of Example 1 stages (b) and (c), the above compound was prepared from the product of stage (a) of this Example. Mp 152°-154° C. Reactants: BrC=1C=C(C=CC1)CC(CNC(OC(C)(C)C)=O)(C)C (tert-Butyl 3-(3-bromophenyl)-2,2-dimethylpropylcarbamate), Cl.CCOC(=O)C (HCl EtOAc). The solvent is CCOC(=O)C (EtOAc), hexanes. Run at time 2.5 hour. The product is Cl.BrC=1C=C(C=CC1)CC(CN)(C)C (3-(3-bromophenyl)-2,2-dimethylpropan-1-amine hydrochloride). Reaction SMILES: [Br:1][C:2]1[CH:3]=[C:4]([CH2:8][C:9]([CH3:20])([CH3:19])[CH2:10][NH:11]C(=O)OC(C)(C)C)[CH:5]=[CH:6][CH:7]=1.[ClH:21].CCOC(C)=O>CCOC(C)=O>[ClH:21].[Br:1][C:2]1[CH:3]=[C:4]([CH2:8][C:9]([CH3:20])([CH3:19])[CH2:10][NH2:11])[CH:5]=[CH:6][CH:7]=1 |f:1.2,4.5|. Procedure details: tert-Butyl 3-(3-bromophenyl)-2,2-dimethylpropylcarbamate (29) (3.2 g, 9.35 mmol) was dissolved in EtOAc (55 mL), and a solution of HCl-EtOAc (˜4.2 M, 20 mL, 84 mmol) was added. The reaction was vented with a needle and stirred at room temperature for 2.5 h. The reaction was then diluted with hexanes and the white solid was collected on a flitted glass funnel. The mother liquor was concentrated under reduced pressure, suspended in ˜5-10% EtOAc-hexanes, and the white solid was collected and combin... As a reaction SMILES: [C:1]([CH3:2])(=[O:3])[O:4][c:5]1[cH:6][c:7]2[c:8](=[O:21])[c:9]([CH:19]=[O:20])[cH:10][o:11][c:12]2[cH:13][c:14]1[O:15][C:16]([CH3:17])=[O:18].[CH3:27][C:28](=[O:29])[CH3:30].[Cr:22](=[O:23])([OH:24])([OH:25])=[O:26].[OH2:36].[S:31](=[O:32])(=[O:33])([OH:34])[OH:35]>>[C:1]([CH3:2])(=[O:3])[O:4][c:5]1[cH:6][c:7]2[c:8](=[O:21])[c:9]([C:19](=[O:20])[OH:23])[cH:10][o:11][c:12]2[cH:13][c:14]1[O:15][C:16]([CH3:17])=[O:18]. Reactants: CC(=O)Oc1cc2occ(C=O)c(=O)c2cc1OC(C)=O, CC(C)=O, O=[Cr](=O)(O)O, O, O=S(=O)(O)O. Yields the product CC(=O)Oc1cc2occ(C(=O)O)c(=O)c2cc1OC(C)=O. Reactants: CON(C(=O)C=1C(=NC(=NC1)SCC)N)C (4-amino-2-ethylsulfanyl-pyrimidine-5-carboxylic acid methoxy-methyl-amide), BrC1=C(C=CC(=C1)Cl)OC (2-bromo-4-chloroanisole). Yields the product NC1=NC(=NC=C1C(=O)C1=C(C=CC(=C1)Cl)OC)SCC ((4-amino-2-ethylsulfanyl-pyrimidin-5-yl)-(5-chloro-2-methoxy-phenyl)-methanone). As a reaction SMILES: CON(C)[C:4]([C:6]1[C:7]([NH2:15])=[N:8][C:9]([S:12][CH2:13][CH3:14])=[N:10][CH:11]=1)=[O:5].Br[C:18]1[CH:23]=[C:22]([Cl:24])[CH:21]=[CH:20][C:19]=1[O:25][CH3:26]>>[NH2:15][C:7]1[C:6]([C:4]([C:18]2[CH:23]=[C:22]([Cl:24])[CH:21]=[CH:20][C:19]=2[O:25][CH3:26])=[O:5])=[CH:11][N:10]=[C:9]([S:12][CH2:13][CH3:14])[N:8]=1. Procedure: The same procedure as described in Example 47 was used, starting from 4-amino-2-ethylsulfanyl-pyrimidine-5-carboxylic acid methoxy-methyl-amide, Example 1, and 2-bromo-4-chloroanisole (Aldrich), to give (4-amino-2-ethylsulfanyl-pyrimidin-5-yl)-(5-chloro-2-methoxy-phenyl)-methanone as a white solid. MS (M+H)+, 324. Reactants: O=C[C@H](O)[C@@H](O)[C@@H](O)[C@H](O)CO (D-galactose), C1(CC1)CN (cyclopropylmethylamine), ClCCN=C=O (2-chloroethyl isocyanate). As a reaction SMILES: O=[CH:2][C@@H:3]([C@H:5]([C@H:7]([C@@H:9]([CH2:11][OH:12])[OH:10])[OH:8])[OH:6])[OH:4].[CH:13]1([CH2:16][NH2:17])[CH2:15][CH2:14]1.[Cl:18][CH2:19][CH2:20][N:21]=[C:22]=[O:23]>>[Cl:18][CH2:19][CH2:20][NH:21][C:22]([N:17]([CH2:16][CH:13]1[CH2:15][CH2:14]1)[CH:2]1[O:10][C@H:9]([CH2:11][OH:12])[C@H:7]([OH:8])[C@H:5]([OH:6])[C@H:3]1[OH:4])=[O:23]. Procedure: 3.6 g of D-galactose, 2.2 g of cyclopropylmethylamine and 2.5 g of 2-chloroethyl isocyanate are treated in the same manner as described in Example 23-(1). 4.5 g of 1-(2-chloroethyl)-3-cyclopropylmethyl-3-(D-galactopyranosyl)urea are thereby obtained as colorless caramel. Product: ClCCNC(=O)N(C1[C@H](O)[C@@H](O)[C@@H](O)[C@H](O1)CO)CC1CC1 (1-(2-chloroethyl)-3-cyclopropylmethyl-3-(D-galactopyranosyl)urea). Isolated yield 66.5%.